describe an organic reaction: reactants, conditions, products, and yield From a dataset of the Open Reaction Database (ORD), a public repository of structured organic reaction records. Reactants: BrC1=C(C(=CC=C1)Br)C (2,6-dibromotoluene), BrN1C(CCC1=O)=O (N-bromosuccinimide). Reagents/catalysts: C(C1=CC=CC=C1)(=O)OOC(C1=CC=CC=C1)=O (benzoyl peroxide). Run in C(Cl)(Cl)(Cl)Cl (carbontetrachloride), petroleum ether. Product: BrC1=C(C(=CC=C1)Br)CBr (1,3-Dibromo-2-bromomethyl-benzene). Isolated yield 107.0%. As a reaction SMILES: [Br:1][C:2]1[CH:7]=[CH:6][CH:5]=[C:4]([Br:8])[C:3]=1[CH3:9].[Br:10]N1C(=O)CCC1=O>C(Cl)(Cl)(Cl)Cl.C(OOC(=O)C1C=CC=CC=1)(=O)C1C=CC=CC=1>[Br:1][C:2]1[CH:7]=[CH:6][CH:5]=[C:4]([Br:8])[C:3]=1[CH2:9][Br:10]. Reported procedure: 2,6-dibromotoluene (2.50 g, 10.0 mmol) was dissolved in 20 mL carbontetrachloride. N-bromosuccinimide (1.87 g, 10.5 mmol) was added followed by benzoyl peroxide (73 mg, 0.30 mmol). The resulting mixture was heated at reflux for 90 minutes. 50 mL petroleum ether was added. This was filtered and concentrated in vacuo to yield 1,3-Dibromo-2-bromomethyl-benzene (3.52 g, 10.7 mmol). 1HNMR (300 MHz, CDCl3) δ 4.83 (s, 3H), 7.02 (t, J=8 Hz, 1H), and 7.55 (d, J=8 Hz, 2H).